Dataset: the Open Reaction Database (ORD), a public repository of structured organic reaction records. Task: describe an organic reaction: reactants, conditions, products, and yield Reactants: B, C1CCOC1, C1CCOC1, CS(=O)(=O)N(Cc1ccccc1)c1cc(C(=O)CBr)ccc1OCc1ccccc1, CO. The product is CS(=O)(=O)N(Cc1ccccc1)c1cc(C(O)CBr)ccc1OCc1ccccc1. Reaction SMILES: [BH3:1].[CH2:2]1[O:3][CH2:4][CH2:5][CH2:6]1.[CH2:39]1[O:40][CH2:41][CH2:42][CH2:43]1.[CH2:7]([c:8]1[cH:9][cH:10][cH:11][cH:12][cH:13]1)[N:14]([S:15](=[O:16])(=[O:17])[CH3:18])[c:19]1[c:20]([O:29][CH2:30][c:31]2[cH:32][cH:33][cH:34][cH:35][cH:36]2)[cH:21][cH:22][c:23]([C:25]([CH2:26][Br:27])=[O:28])[cH:24]1.[CH3:37][OH:38]>>[CH2:7]([c:8]1[cH:9][cH:10][cH:11][cH:12][cH:13]1)[N:14]([S:15](=[O:16])(=[O:17])[CH3:18])[c:19]1[c:20]([O:29][CH2:30][c:31]2[cH:32][cH:33][cH:34][cH:35][cH:36]2)[cH:21][cH:22][c:23]([CH:25]([CH2:26][Br:27])[OH:28])[cH:24]1. Reactants: CC(C)c1cc(Br)c(C(C)C)cc1S, COS(=O)(=O)OC, [Na+], [OH-], O. The product is CSc1cc(C(C)C)c(Br)cc1C(C)C. As a reaction SMILES: [Br:1][c:2]1[cH:3][c:4]([CH:12]([CH3:13])[CH3:14])[c:5]([SH:11])[cH:6][c:7]1[CH:8]([CH3:9])[CH3:10].[CH3:17][O:18][S:19]([O:20][CH3:21])(=[O:22])=[O:23].[Na+:16].[OH-:15].[OH2:24]>>[Br:1][c:2]1[cH:3][c:4]([CH:12]([CH3:13])[CH3:14])[c:5]([S:11][CH3:17])[cH:6][c:7]1[CH:8]([CH3:9])[CH3:10].